Task: describe an organic reaction: reactants, conditions, products, and yield. Dataset: the Open Reaction Database (ORD), a public repository of structured organic reaction records Starting materials: Cl.N[C@@H]1[C@H](C[C@H](CC1)NC(=O)C1=C(NC2=C1N=CN=C2C2=C(C=CC(=C2)C(F)F)OCC2CC2)C)C (N-[(1S*,3S*,4S*)-4-Amino-3-methylcyclohexyl]-4-[2-(cyclopropylmethoxy)-5-(difluoromethyl)phenyl]-6-methyl-5H-pyrrolo[3,2-d]pyrimidine-7-carboxamide hydrochloride), C(C)(=O)Cl (acetyl chloride). The product is C(C)(=O)N[C@@H]1[C@H](C[C@H](CC1)NC(=O)C1=C(NC2=C1N=CN=C2C2=C(C=CC(=C2)C(F)F)OCC2CC2)C)C (N-[(1S*,3S*,4S*)-4-(Acetylamino)-3-methylcyclohexyl]-4-[2-(cyclopropylmethoxy)-5-(difluoromethyl)phenyl]-6-methyl-5H-pyrrolo[3,2-d]pyrimidine-7-carboxamide). RXN SMILES: Cl.[NH2:2][C@H:3]1[CH2:8][CH2:7][C@H:6]([NH:9][C:10]([C:12]2[C:16]3[N:17]=[CH:18][N:19]=[C:20]([C:21]4[CH:26]=[C:25]([CH:27]([F:29])[F:28])[CH:24]=[CH:23][C:22]=4[O:30][CH2:31][CH:32]4[CH2:34][CH2:33]4)[C:15]=3[NH:14][C:13]=2[CH3:35])=[O:11])[CH2:5][C@@H:4]1[CH3:36].[C:37](Cl)(=[O:39])[CH3:38]>>[C:37]([NH:2][C@H:3]1[CH2:8][CH2:7][C@H:6]([NH:9][C:10]([C:12]2[C:16]3[N:17]=[CH:18][N:19]=[C:20]([C:21]4[CH:26]=[C:25]([CH:27]([F:29])[F:28])[CH:24]=[CH:23][C:22]=4[O:30][CH2:31][CH:32]4[CH2:34][CH2:33]4)[C:15]=3[NH:14][C:13]=2[CH3:35])=[O:11])[CH2:5][C@@H:4]1[CH3:36])(=[O:39])[CH3:38] |f:0.1|. Procedure details: Starting from N-[(1S*,3S*,4S*)-4-amino-3-methylcyclohexyl]-4-[2-(cyclopropylmethoxy)-5-(difluoromethyl)phenyl]-6-methyl-5H-pyrrolo[3,2-d]pyrimidine-7-carboxamide hydrochloride (example D.f65) and commercially available acetyl chloride the title compound is obtained as colorless solid. Starting materials: CC(C#N)(CC(=O)O)C1CC1, CN1CCN(c2cc(-c3ccc4c(c3)CN(C(=O)OC3CCNCC3)CC4)nc(N)n2)CC1. Yields the product CN1CCN(c2cc(-c3ccc4c(c3)CN(C(=O)CC(C)(C#N)C3CC3)CC4)nc(N)n2)CC1. As a reaction SMILES: [C:1](#[N:2])[C:3]([CH2:4][C:5](=[O:6])[OH:7])([CH3:8])[CH:9]1[CH2:10][CH2:11]1.[NH2:12][c:13]1[n:14][c:15]([N:38]2[CH2:39][CH2:40][N:41]([CH3:44])[CH2:42][CH2:43]2)[cH:16][c:17](-[c:19]2[cH:20][cH:21][c:22]3[c:27]([cH:28]2)[CH2:26][N:25]([C:29]([O:30][CH:31]2[CH2:32][CH2:33][NH:34][CH2:35][CH2:36]2)=[O:37])[CH2:24][CH2:23]3)[n:18]1>>[C:1](#[N:2])[C:3]([CH2:4][C:5](=[O:7])[N:25]1[CH2:24][CH2:23][c:22]2[cH:21][cH:20][c:19](-[c:17]3[cH:16][c:15]([N:38]4[CH2:39][CH2:40][N:41]([CH3:44])[CH2:42][CH2:43]4)[n:14][c:13]([NH2:12])[n:18]3)[cH:28][c:27]2[CH2:26]1)([CH3:8])[CH:9]1[CH2:10][CH2:11]1. Starting materials: BrCCBr, O=C([O-])[O-], [K+], [K+], CN(C)C=O, O, COc1cc(C=O)ccc1O. Yields the product COc1cc(C=O)ccc1OCCBr. RXN SMILES: [Br:1][CH2:2][CH2:3][Br:4].[C:16](=[O:17])([O-:18])[O-:19].[K+:20].[K+:21].[O:23]=[CH:24][N:25]([CH3:26])[CH3:27].[OH2:22].[OH:5][c:6]1[c:7]([O:14][CH3:15])[cH:8][c:9]([CH:10]=[O:11])[cH:12][cH:13]1>>[Br:1][CH2:2][CH2:3][O:5][c:6]1[c:7]([O:14][CH3:15])[cH:8][c:9]([CH:10]=[O:11])[cH:12][cH:13]1. Reactants: C(C1=CC=CC=C1)N(C(CCl)=O)CC(C(O)C1=CC(=C(C=C1)Cl)F)CO[Si](C)(C)C(C)(C)C (N-benzyl-N-[(2RS,3SR)-2-({[tert-butyl(dimethyl)silyl]oxy}methyl)-3-(4-chloro-3-fluorophenyl)-3-hydroxypropyl]-2-chloroacetamide), [OH-].[Na+] (sodium hydroxide). The solvent is C1CCOC1 (THF). Conditions: time 8 hour. The product is C(C1=CC=CC=C1)N1C(COC(C(C1)CO[Si](C)(C)C(C)(C)C)C1=CC(=C(C=C1)Cl)F)=O ((6RS,7SR)-4-benzyl-6-({[tert-butyl(dimethyl)silyl]oxy}methyl)-7-(4-chloro-3-fluorophenyl)-1,4-oxazepan-3-one). Isolated yield 98.3%. Reaction SMILES: [CH2:1]([N:8]([CH2:13][CH:14]([CH2:25][O:26][Si:27]([C:30]([CH3:33])([CH3:32])[CH3:31])([CH3:29])[CH3:28])[CH:15]([C:17]1[CH:22]=[CH:21][C:20]([Cl:23])=[C:19]([F:24])[CH:18]=1)[OH:16])[C:9](=[O:12])[CH2:10]Cl)[C:2]1[CH:7]=[CH:6][CH:5]=[CH:4][CH:3]=1.[OH-].[Na+]>C1COCC1>[CH2:1]([N:8]1[CH2:13][CH:14]([CH2:25][O:26][Si:27]([C:30]([CH3:33])([CH3:32])[CH3:31])([CH3:29])[CH3:28])[CH:15]([C:17]2[CH:22]=[CH:21][C:20]([Cl:23])=[C:19]([F:24])[CH:18]=2)[O:16][CH2:10][C:9]1=[O:12])[C:2]1[CH:7]=[CH:6][CH:5]=[CH:4][CH:3]=1 |f:1.2|. Procedure: To a solution of N-benzyl-N-[(2RS,3SR)-2-({[tert-butyl(dimethyl)silyl]oxy}methyl)-3-(4-chloro-3-fluorophenyl)-3-hydroxypropyl]-2-chloroacetamide (34.5 g) in THF (1340 mL) was added 1 N aqueous sodium hydroxide solution (80.0 mL) under ice-cooling, and the mixture was stirred at room temperature overnight. The reaction mixture was concentrated under reduced pressure, and the residue was diluted with ethyl acetate. The diluted solution was washed with distilled water and brine, dried over anhydrou... Starting materials: COC1=CC=C(C=C1)C1=CC=C(C=C1)S(=O)(=O)NC(C(=O)OC)CC=C (methyl 2-[(4′-methoxy[1,1′-biphenyl]-4-yl)sulfonylamino]-pent-4-enoate), O (water), ClC1=CC(=CC=C1)C(=O)OO (m-chloroperbenzoic acid). Yields the product COC1=CC=C(C=C1)C1=CC=C(C=C1)S(=O)(=O)NC(C(=O)OC)CC1CO1 (Methyl 2-[(4′-methoxy[1,1′-biphenyl]-4-yl)sulfonyl]amino-4,5-epoxypentanoate). Procedure: To a solution of methyl 2-[(4′-methoxy[1,1′-biphenyl]-4-yl)sulfonylamino]-pent-4-enoate 1(15.3 g, 40.8 mmol) in CH2Cl2(150 mL), NaHCO3 (7.1 g, 85 mmol) and water (80 mL) at 0° C., is added slowly m-chloroperbenzoic acid (32.6 g, ˜123 mmol, 57-86%). The reaction mixture is stirred overnight. The reaction is then diluted with aqueous NaHCO3 and the mixture is extracted three times with EtOAc. The combined EtOAc layer is washed with NaHCO3, brine, dried over MgSO4 and concentrated to an oil. Purifi... Conditions: time 8 hour. Reaction SMILES: [CH3:1][O:2][C:3]1[CH:8]=[CH:7][C:6]([C:9]2[CH:14]=[CH:13][C:12]([S:15]([NH:18][CH:19]([CH2:24][CH:25]=[CH2:26])[C:20]([O:22][CH3:23])=[O:21])(=[O:17])=[O:16])=[CH:11][CH:10]=2)=[CH:5][CH:4]=1.O.ClC1C=CC=C(C(OO)=[O:36])C=1>C(Cl)Cl.C([O-])(O)=O.[Na+]>[CH3:1][O:2][C:3]1[CH:8]=[CH:7][C:6]([C:9]2[CH:14]=[CH:13][C:12]([S:15]([NH:18][CH:19]([CH2:24][CH:25]3[O:36][CH2:26]3)[C:20]([O:22][CH3:23])=[O:21])(=[O:16])=[O:17])=[CH:11][CH:10]=2)=[CH:5][CH:4]=1 |f:4.5|. Run in C(Cl)Cl (CH2Cl2), C(=O)(O)[O-].[Na+] (NaHCO3), C(=O)(O)[O-].[Na+] (NaHCO3). Yields the product Nc1ccc2c(c1)CCC(N1CCCC1)CC2. The reactants are CO, O=[N+]([O-])c1ccc2c(c1)CCC(N1CCCC1)CC2. As a reaction SMILES: [CH3:20][OH:21].[N+:1]([O-:2])(=[O:3])[c:4]1[cH:5][cH:6][c:7]2[c:8]([cH:19]1)[CH2:9][CH2:10][CH:11]([N:14]1[CH2:15][CH2:16][CH2:17][CH2:18]1)[CH2:12][CH2:13]2>>[NH2:1][c:4]1[cH:5][cH:6][c:7]2[c:8]([cH:19]1)[CH2:9][CH2:10][CH:11]([N:14]1[CH2:15][CH2:16][CH2:17][CH2:18]1)[CH2:12][CH2:13]2. Starting materials: O[C@H]1[C@@H]([C@H](C[C@H]2[C@@H]1NC(O2)=O)CO)O ((3aR,4R,5R,6R,7aS)-4,5-dihydroxy-6-(hydroxymethyl)hexahydrobenzo[d]oxazol-2(3H)-one), O.C1(=CC=C(C=C1)S(=O)(=O)O)C (p-toluenesulfonic acid monohydrate), COC(C1=CC=CC=C1)OC (benzaldehyde dimethylacetal). The solvent is O (water), CN(C)C=O (DMF). Conditions: temperature 60 celsius. Product: O[C@H]1[C@H]2[C@H](C[C@H]3[C@@H]1N(C(O3)=O)C(C3=CC=CC=C3)OC)COC(O2)C2=CC=CC=C2 ((3aR,4R,4aR,8aR,9aS)-4-hydroxy-3-(methoxy(phenyl)methyl)-6-phenyloctahydro-2H-[1,3]dioxino[5′,4′:4,5]benzo[1,2-d]oxazol-2-one). Isolated yield 735.8%. Reaction SMILES: [OH:1][C@@H:2]1[C@H:7]2[NH:8][C:9](=[O:11])[O:10][C@H:6]2[CH2:5][C@H:4]([CH2:12][OH:13])[C@H:3]1[OH:14].O.[C:16]1([CH3:26])[CH:21]=[CH:20][C:19](S(O)(=O)=O)=[CH:18][CH:17]=1.CO[CH:29]([O:36][CH3:37])[C:30]1[CH:35]=[CH:34][CH:33]=[CH:32][CH:31]=1>CN(C=O)C.O>[OH:1][C@@H:2]1[C@H:7]2[N:8]([CH:29]([O:36][CH3:37])[C:30]3[CH:35]=[CH:34][CH:33]=[CH:32][CH:31]=3)[C:9](=[O:11])[O:10][C@H:6]2[CH2:5][C@@H:4]2[CH2:12][O:13][CH:26]([C:16]3[CH:21]=[CH:20][CH:19]=[CH:18][CH:17]=3)[O:14][C@@H:3]12 |f:1.2|. Procedure details: To a solution of (3aR,4R,5R,6R,7aS)-4,5-dihydroxy-6-(hydroxymethyl)hexahydrobenzo[d]oxazol-2(3H)-one (2.99 g, 14.7 mmol) in DMF (10 mL) at room temperature was added p-toluenesulfonic acid monohydrate (210 mg, 1.10 mmol) followed by benzaldehyde dimethylacetal (6.72 g, 44.2 mmol). The mixture was heated at 60° C. under slightly diminished pressure for 3.5 h. After cooling, the reaction was diluted with water (100 mL) and extracted with EtOAc (2×60 mL). The extracts were washed with brine and dri... Starting materials: CC(C)(C)OC(=O)n1cc(C(=O)C2CSC(c3cccnc3)N2)c2ccc(OCc3ccccc3)cc21, CN(C)C(=O)n1cc(C(=O)C2CSC(c3cccnc3)N2)c2ccc(OCc3ccccc3)cc21. Product: CC(=O)N1C(C(=O)c2cn(C(=O)N(C)C)c3cc(OCc4ccccc4)ccc23)CSC1c1cccnc1. As a reaction SMILES: [C:36]([CH3:37])([O:40][C:38]([n:39]1[c:41]2[c:42]([cH:43][cH:44][c:45]([O:46][CH2:47][c:48]3[cH:49][cH:50][cH:51][cH:52][cH:53]3)[cH:54]2)[c:55]([C:56]([CH:57]2[CH2:58][S:59][CH:60]([c:61]3[cH:62][n:63][cH:64][cH:65][cH:66]3)[NH:67]2)=[O:68])[cH:69]1)=[O:70])([CH3:71])[CH3:72].[CH3:1][N:2]([C:3](=[O:4])[n:5]1[cH:6][c:7]([C:22](=[O:23])[CH:24]2[NH:25][CH:26]([c:29]3[cH:30][n:31][cH:32][cH:33][cH:34]3)[S:27][CH2:28]2)[c:8]2[cH:9][cH:10][c:11]([O:14][CH2:15][c:16]3[cH:17][cH:18][cH:19][cH:20][cH:21]3)[cH:12][c:13]12)[CH3:35]>>[CH3:1][N:2]([C:3](=[O:4])[n:5]1[cH:6][c:7]([C:22](=[O:23])[CH:24]2[N:25]([C:36]([CH3:37])=[O:40])[CH:26]([c:29]3[cH:30][n:31][cH:32][cH:33][cH:34]3)[S:27][CH2:28]2)[c:8]2[cH:9][cH:10][c:11]([O:14][CH2:15][c:16]3[cH:17][cH:18][cH:19][cH:20][cH:21]3)[cH:12][c:13]12)[CH3:35]. Starting materials: C1(CC1)N1C=NC2=C1C(=CC(=C2)C2=CC=CC=C2)O[C@H](C)[C@@H]2CC(NC2)=O ((R)-4-((R)-1-((1-cyclopropyl-5-phenyl-1H-benzo[d]imidazol-7-yl)oxy)ethyl)pyrrolidin-2-one), FC(OC1=C(C=C(C=C1)B1OC(C(O1)(C)C)(C)C)OC)F (2-(4-(difluoromethoxy)-3-methoxyphenyl)-4,4,5,5-tetramethyl-1,3,2-dioxaborolane). The product is C1(CC1)N1C=NC2=C1C(=CC(=C2)C2=CC(=C(C=C2)OC(F)F)OC)O[C@H](C)[C@@H]2CC(NC2)=O ((R)-4-((R)-1-((1-cyclopropyl-5-(4-(difluoromethoxy)-3-methoxyphenyl)-1H-benzo[d]imidazol-7-yl)oxy)ethyl)pyrrolidin-2-one). Isolated yield 47.8%. Reaction SMILES: [CH:1]1([N:4]2[C:8]3[C:9]([O:19][C@@H:20]([C@H:22]4[CH2:26][NH:25][C:24](=[O:27])[CH2:23]4)[CH3:21])=[CH:10][C:11](C4C=CC=CC=4)=[CH:12][C:7]=3[N:6]=[CH:5]2)[CH2:3][CH2:2]1.[F:28][CH:29]([F:48])[O:30][C:31]1[CH:36]=[CH:35][C:34](B2OC(C)(C)C(C)(C)O2)=[CH:33][C:32]=1[O:46][CH3:47]>>[CH:1]1([N:4]2[C:8]3[C:9]([O:19][C@@H:20]([C@H:22]4[CH2:26][NH:25][C:24](=[O:27])[CH2:23]4)[CH3:21])=[CH:10][C:11]([C:34]4[CH:35]=[CH:36][C:31]([O:30][CH:29]([F:28])[F:48])=[C:32]([O:46][CH3:47])[CH:33]=4)=[CH:12][C:7]=3[N:6]=[CH:5]2)[CH2:2][CH2:3]1. Reported procedure: Prepared by Suzuki coupling reaction procedure, as previously described for the synthesis of (R)-4-((R)-1-((1-cyclopropyl-5-phenyl-1H-benzo[d]imidazol-7-yl)oxy)ethyl)pyrrolidin-2-one:, using instead 2-(4-(difluoromethoxy)-3-methoxyphenyl)-4,4,5,5-tetramethyl-1,3,2-dioxaborolane (123.6 mg, 0.412 mmol) as a starting material to afford 60.0 mg (47.8%) of (R)-4-((R)-1-((1-cyclopropyl-5-(4-(difluoromethoxy)-3-methoxyphenyl)-1H-benzo[d]imidazol-7-yl)oxy)ethyl)pyrrolidin-2-one: (GS0697836). 1H NMR (300... Reactants: ClC1=CC=C(C=N1)S(=O)(=O)N1C[C@]2(CC3=C(C=C2CC1)N(N=C3)C3=CC=C(C=C3)F)C(=O)C3=NC=CC=C3 ((R)-(6-((6-chloropyridin-3-yl)sulfonyl)-1-(4-fluorophenyl)-4,4a,5,6,7,8-hexahydro-1H-pyrazolo[3,4-g]isoquinolin-4a-yl)(pyridin-2-yl)methanone), N1CCCC1 (pyrrolidine). Run in C(C)#N (acetonitrile). Product: FC1=CC=C(C=C1)N1N=CC2=C1C=C1CCN(C[C@]1(C2)C(=O)C2=NC=CC=C2)S(=O)(=O)C=2C=NC(=CC2)N2CCCC2 ((R)-(1-(4-fluorophenyl)-6-((6-(pyrrolidin-1-yl)pyridin-3-yl)sulfonyl)-4,4a,5,6,7,8-hexahydro-1H-pyrazolo[3,4-g]isoquinolin-4a-yl)(pyridin-2-yl)methanone). Isolated yield 27.3%. As a reaction SMILES: Cl[C:2]1[N:7]=[CH:6][C:5]([S:8]([N:11]2[CH2:20][CH2:19][C:18]3[C@:13]([C:31]([C:33]4[CH:38]=[CH:37][CH:36]=[CH:35][N:34]=4)=[O:32])([CH2:14][C:15]4[CH:23]=[N:22][N:21]([C:24]5[CH:29]=[CH:28][C:27]([F:30])=[CH:26][CH:25]=5)[C:16]=4[CH:17]=3)[CH2:12]2)(=[O:10])=[O:9])=[CH:4][CH:3]=1.[NH:39]1[CH2:43][CH2:42][CH2:41][CH2:40]1>C(#N)C>[F:30][C:27]1[CH:26]=[CH:25][C:24]([N:21]2[C:16]3[CH:17]=[C:18]4[C@:13]([C:31]([C:33]5[CH:38]=[CH:37][CH:36]=[CH:35][N:34]=5)=[O:32])([CH2:14][C:15]=3[CH:23]=[N:22]2)[CH2:12][N:11]([S:8]([C:5]2[CH:6]=[N:7][C:2]([N:39]3[CH2:43][CH2:42][CH2:41][CH2:40]3)=[CH:3][CH:4]=2)(=[O:10])=[O:9])[CH2:20][CH2:19]4)=[CH:29][CH:28]=1. Procedure details: A solution of (R)-(6-((6-chloropyridin-3-yl)sulfonyl)-1-(4-fluorophenyl)-4,4a,5,6,7,8-hexahydro-1H-pyrazolo[3,4-g]isoquinolin-4a-yl)(pyridin-2-yl)methanone (100 mg, 0.182 mmol) and pyrrolidine (37.9 μl, 0.455 mmol) in acetonitrile (2 mL) was stirred in a sealed vial at 40° C. for 1 hour. The cooled reaction mixture was then purified directly by preparative HPLC (Waters, Acidic (0.1% Formic acid), Waters X-Select Prep-C18, 5 μm, 19×50 mm column, 5-95% acetonitrile in water) to afford (R)-(1-(4-fl...